From a dataset of the Open Reaction Database (ORD), a public repository of structured organic reaction records. describe an organic reaction: reactants, conditions, products, and yield Product: CC(=O)N1CC(C)(C)c2ccc(Nc3ncnc4c3CN(c3ncccc3Cl)CC4)cc21. Reactants: O=C([O-])[O-], CC#N, Clc1cccnc1N1CCc2ncnc(Cl)c2C1, CC(=O)N1CC(C)(C)c2ccc(N)cc21, [Na+], [Na+]. As a reaction SMILES: [C:34](=[O:35])([O-:36])[O-:37].[CH3:40][C:41]#[N:42].[Cl:16][c:17]1[c:18]2[c:19]([n:20][cH:21][n:22]1)[CH2:23][CH2:24][N:25]([c:27]1[n:28][cH:29][cH:30][cH:31][c:32]1[Cl:33])[CH2:26]2.[NH2:1][c:2]1[cH:3][cH:4][c:5]2[c:9]([cH:10]1)[N:8]([C:11]([CH3:12])=[O:13])[CH2:7][C:6]2([CH3:14])[CH3:15].[Na+:38].[Na+:39]>>[NH:1]([c:2]1[cH:3][cH:4][c:5]2[c:9]([cH:10]1)[N:8]([C:11]([CH3:12])=[O:13])[CH2:7][C:6]2([CH3:14])[CH3:15])[c:17]1[c:18]2[c:19]([n:20][cH:21][n:22]1)[CH2:23][CH2:24][N:25]([c:27]1[n:28][cH:29][cH:30][cH:31][c:32]1[Cl:33])[CH2:26]2. Yields the product Fc1cc(Br)cc(F)c1CBr. As a reaction SMILES: [Br:1][c:2]1[cH:3][c:4]([F:11])[c:5]([CH2:9][OH:10])[c:6]([F:8])[cH:7]1.[BrH:12].[CH3:14][C:15](=[O:16])[OH:17].[OH2:13]>>[Br:1][c:2]1[cH:3][c:4]([F:11])[c:5]([CH2:9][Br:12])[c:6]([F:8])[cH:7]1. Starting materials: OCc1c(F)cc(Br)cc1F, Br, CC(=O)O, O. The reactants are CCO, Nc1cc(Cl)ccc1[N+](=O)[O-], Cl, O=N[O-], NS(=O)(=O)O, [Na+], [Na+], [OH-], O, COc1cc(CO)c(O)c(CO)c1, Oc1ccccc1. The product is COc1cc(CO)c(O)c(N=Nc2cc(Cl)ccc2[N+](=O)[O-])c1. RXN SMILES: [CH3:45][CH2:46][OH:47].[Cl:1][c:2]1[cH:3][cH:4][c:5]([N+:9](=[O:10])[O-:11])[c:6]([NH2:7])[cH:8]1.[ClH:12].[N:13]([O-:14])=[O:15].[NH2:17][S:18](=[O:19])(=[O:20])[OH:21].[Na+:16].[Na+:23].[OH-:22].[OH2:44].[OH:24][c:25]1[c:26]([CH2:35][OH:36])[cH:27][c:28]([O:33][CH3:34])[cH:29][c:30]1[CH2:31][OH:32].[OH:37][c:38]1[cH:39][cH:40][cH:41][cH:42][cH:43]1>>[Cl:1][c:2]1[cH:3][cH:4][c:5]([N+:9](=[O:10])[O-:11])[c:6]([N:7]=[N:17][c:26]2[c:25]([OH:24])[c:30]([CH2:31][OH:32])[cH:29][c:28]([O:33][CH3:34])[cH:27]2)[cH:8]1. Reactants: C(C)(C)(C)OC(=O)N1N=C(C2=C1C(N(CC2)C2=CC=C(C=C2)C)=O)N (1-N-t-butoxycarbonyl-3-amino-4,5,6,7-tetrahydro-6-N-(p-tolyl)pyrazolo[3,4-c]pyridin-7-one), C([O-])([O-])=O.[K+].[K+] (potassium carbonate), ClCCC(=O)N1CCN(CC1)C1=C(C=C(C=C1)C)C (3-chloro-1-{4-(2,4-dimethylphenyl)piperazin-1-yl}propan-1-one). Yields the product NC1=NN(C=2C(N(CCC21)C2=CC=C(C=C2)C)=O)C(CCN2CCN(CC2)C2=C(C=C(C=C2)C)C)=O (3-amino-1-[{4-(2,4-dimethylphenyl)piperazin-1-yl}propanoyl]-6-N-(p-tolyl)-4,5,6,7-tetrahydro-1H-pyrazolo[3,4-c]pyridin-7-one). Reaction SMILES: C([O:5][C:6]([N:8]1[C:12]2[C:13](=[O:24])[N:14]([C:17]3[CH:22]=[CH:21][C:20]([CH3:23])=[CH:19][CH:18]=3)[CH2:15][CH2:16][C:11]=2[C:10]([NH2:25])=[N:9]1)=O)(C)(C)C.C(=O)([O-])[O-].[K+].[K+].ClC[CH2:34][C:35]([N:37]1[CH2:42][CH2:41][N:40]([C:43]2[CH:48]=[CH:47][C:46]([CH3:49])=[CH:45][C:44]=2[CH3:50])[CH2:39][CH2:38]1)=O>>[NH2:25][C:10]1[C:11]2[CH2:16][CH2:15][N:14]([C:17]3[CH:22]=[CH:21][C:20]([CH3:23])=[CH:19][CH:18]=3)[C:13](=[O:24])[C:12]=2[N:8]([C:6](=[O:5])[CH2:34][CH2:35][N:37]2[CH2:42][CH2:41][N:40]([C:43]3[CH:48]=[CH:47][C:46]([CH3:49])=[CH:45][C:44]=3[CH3:50])[CH2:39][CH2:38]2)[N:9]=1 |f:1.2.3|. Reported procedure: A target compound (102.8 mg, 0.211 mmol, 55.7%) was yielded as white solid in the same manner as Example 1 by reacting 1-N-t-butoxycarbonyl-3-amino-4,5,6,7-tetrahydro-6-N-(p-tolyl)pyrazolo[3,4-c]pyridin-7-one (130 mg, 0.379 mmol) with potassium carbonate (57.6 mg, 0.417 mmol) and 3-chloro-1-{4-(2,4-dimethylphenyl)piperazin-1-yl}propan-1-one (111.7 mg, 0.398 mmol). The reactants are Cc1ccnc(C2(O)CCNCC2)c1, FC(F)(F)c1nnc2ccc(Cl)nn12. The product is Cc1ccnc(C2(O)CCN(c3ccc4nnc(C(F)(F)F)n4n3)CC2)c1. Reaction SMILES: [CH3:1][c:2]1[cH:3][c:4]([C:8]2([OH:14])[CH2:9][CH2:10][NH:11][CH2:12][CH2:13]2)[n:5][cH:6][cH:7]1.[Cl:15][c:16]1[cH:17][cH:18][c:19]2[n:20]([n:21]1)[c:22]([C:25]([F:26])([F:27])[F:28])[n:23][n:24]2>>[CH3:1][c:2]1[cH:3][c:4]([C:8]2([OH:14])[CH2:9][CH2:10][N:11]([c:16]3[cH:17][cH:18][c:19]4[n:20]([n:21]3)[c:22]([C:25]([F:26])([F:27])[F:28])[n:23][n:24]4)[CH2:12][CH2:13]2)[n:5][cH:6][cH:7]1. Reactants: Cl (hydrochloride), C(CC)N1C(N2C(SCCC2)=CC1=O)=O (7-propyl-3,4-dihydro-2H,5H-pyrimido[6,1-b][1,3]thiazine-6,8(7H)-dione), C=O (paraformaldehyde), Cl.CNC (dimethylamine hydrochloride). Run in C(C)(=O)O (acetic acid). Product: [Cl-].C[NH+](C)CC=1C(N(C(N2C1SCCC2)=O)CCC)=O (9-Dimethylammoniomethyl-7-propyl-3,4-dihydro-2H,6H-pyrimido[6,1-b][1,3]thiazine-6,8(7H)-dione chloride). The yield is 32.5%. Reaction SMILES: [CH2:1]([N:4]1[C:13](=[O:14])[CH:12]=[C:7]2[S:8][CH2:9][CH2:10][CH2:11][N:6]2[C:5]1=[O:15])[CH2:2][CH3:3].[CH2:16]=O.[ClH:18].[CH3:19][NH:20][CH3:21].Cl>C(O)(=O)C>[Cl-:18].[CH3:19][NH+:20]([CH2:16][C:12]1[C:13](=[O:14])[N:4]([CH2:1][CH2:2][CH3:3])[C:5](=[O:15])[N:6]2[CH2:11][CH2:10][CH2:9][S:8][C:7]=12)[CH3:21] |f:2.3,6.7|. Reported procedure: A mixture of 7-propyl-3,4-dihydro-2H,5H-pyrimido[6,1-b][1,3]thiazine-6,8(7H)-dione (1 g), paraformaldehyde (0.22 g) and dimethylamine hydrochloride (0.51 g) in acetic acid (25 ml) was refluxed for 18 hours. The reaction solution was concentrated dryness, and the resulting residue was dissolved in water. Then, the solution was made basic with 1N aquaous sodium hydroxide, followed by extraction of the product with methylene chloride. After washing with water and drying, the organic layer was conce... Starting materials: C(C(O)C)(=O)O (lactic acid), glass, C(O)CN (monoethanolamine). Solvent: O (water). Product: C(C(O)C)(=O)O.C(O)CN (Monoethanolamine Lactate). As a reaction SMILES: [C:1]([OH:6])(=[O:5])[CH:2]([CH3:4])[OH:3].[CH2:7]([CH2:9][NH2:10])[OH:8]>O>[C:1]([OH:6])(=[O:5])[CH:2]([CH3:4])[OH:3].[CH2:7]([CH2:9][NH2:10])[OH:8] |f:3.4|. Procedure: In a 100 ml glass, heat 50 g of distilled water to 40° C. and maintain temperature. Add 18 g of lactic acid (C3H6O3). Test pH and slowly add monoethanolamine (C2H7NO) until a pH of 7.0 is achieved.